This data is from the Open Reaction Database (ORD), a public repository of structured organic reaction records. The task is: describe an organic reaction: reactants, conditions, products, and yield Starting materials: COC1=C(C=CC=C1)N(C(C1=CC=C(C=C1)CN1C(C=2C(C1=O)=CC=CC2)=O)=O)CC2OCCO2 (N-(2-Methoxyphenyl)-N-(1,3-dioxolan-2-yl)methyl-4-phthalimidomethylbenzamide), Cl (hydrochloric acid). Solvent: C1CCOC1 (THF). Conditions: temperature 60 celsius, time 2 hour. Yields the product C(=O)CN(C(C1=CC=C(C=C1)CN1C(C=2C(C1=O)=CC=CC2)=O)=O)C2=C(C=CC=C2)OC (N-Formylmethyl-N-(2-methoxyphenyl)-4-phthalimidomethylbenzamide). Isolated yield 73.5%. As a reaction SMILES: [CH3:1][O:2][C:3]1[CH:8]=[CH:7][CH:6]=[CH:5][C:4]=1[N:9]([CH2:30][CH:31]1OCC[O:32]1)[C:10](=[O:29])[C:11]1[CH:16]=[CH:15][C:14]([CH2:17][N:18]2[C:22](=[O:23])[C:21]3=[CH:24][CH:25]=[CH:26][CH:27]=[C:20]3[C:19]2=[O:28])=[CH:13][CH:12]=1.Cl>C1COCC1>[CH:31]([CH2:30][N:9]([C:4]1[CH:5]=[CH:6][CH:7]=[CH:8][C:3]=1[O:2][CH3:1])[C:10](=[O:29])[C:11]1[CH:12]=[CH:13][C:14]([CH2:17][N:18]2[C:22](=[O:23])[C:21]3=[CH:24][CH:25]=[CH:26][CH:27]=[C:20]3[C:19]2=[O:28])=[CH:15][CH:16]=1)=[O:32]. Procedure: N-(2-Methoxyphenyl)-N-(1,3-dioxolan-2-yl)methyl-4-phthalimidomethylbenzamide (450 mg, 0.953 mmol) was dissolved in THF (6 ml) to which was subsequently added 10% hydrochloric acid (4 ml) at room temperature. After 2 hours of stirring at 60° C., the resulting reaction solution was extracted with chloroform and washed with saturated brine. The resulting organic layer was dried on anhydrous magnesium sulfate, the solvent was removed by evaporation and then the resulting residue was mixed with 5 ml ... Starting materials: C123C(CC(CC1)C2)C(=O)OC3=O (bicyclo[2.2.1]heptane dicarboxylic anhydride). Solvent: C(C(C)C)O (isobutyl alcohol). Product: C(C(C)C)OC1C(C2CCC1C2)C(=O)O (3-(isobutyloxy)-bicyclo[2.2.1]heptane-2-carboxylic acid). Reaction SMILES: [C:1]123C(=O)[O:10][C:8](=[O:9])[CH:2]1[CH2:3][CH:4]([CH2:7]2)[CH2:5][CH2:6]3>C(O)C(C)C>[CH2:8]([O:9][CH:3]1[CH:4]2[CH2:7][CH:1]([CH2:6][CH2:5]2)[CH:2]1[C:8]([OH:10])=[O:9])[CH:2]([CH3:3])[CH3:1]. Procedure details: 33.2 g (0.2 mol) bicyclo[2.2.1]heptane dicarboxylic anhydride was charged to 300 ml isobutyl alcohol in a 1 L round bottom flask. The system was refluxed for 2 hours with magnetic stirring. The solvent was then removed by rotary evaporator. The system was then dried and grounded. The product was characterized using FTIR and GC-MS. The yield was quantitative. Starting materials: N(N)C1=CC=C(C=C1)CC(=O)O (p-Hydrazinophenylacetic acid), C(=O)[O-].[Na+] (sodium formate), C(=O)OCC (ethyl formate), C(=O)O (formic acid). Run in C(C)O (ethanol). Yields the product C(=O)NNC1=CC=C(C=C1)CC(=O)O (p-(2-Formylhydrazino)phenylacetic Acid). Yield: 56.7%. Reaction SMILES: [NH:1]([C:3]1[CH:8]=[CH:7][C:6]([CH2:9][C:10]([OH:12])=[O:11])=[CH:5][CH:4]=1)[NH2:2].[CH:13]([O-])=[O:14].[Na+].C(OCC)=O.C(O)=O>C(O)C>[CH:13]([NH:2][NH:1][C:3]1[CH:4]=[CH:5][C:6]([CH2:9][C:10]([OH:12])=[O:11])=[CH:7][CH:8]=1)=[O:14] |f:1.2|. Procedure: p-Hydrazinophenylacetic acid (3.32 g, 0.02 M), sodium formate (2.72 g, 0.04 m), ethyl formate (49 g), formic acid (10 ml) was refluxed for one hour in ethanol (100 ml). The residue was removed by filtration and the filtrate on concentration afforded light-yellow crystals (2.2 g, 55 percent). Reactants: CCN=C=NCCCN(C)C.Cl (EDC HCl), N1C(=CC2=CC=CC=C12)C(=O)O (indole-2-carboxylic acid), NC1=C(C=C(C=C1)CC(=O)OC(C)(C)C)OC (tert-butyl 4-amino-3-methoxyphenylacetate), C=1C=CC2=C(C1)N=NN2O (HOBt). The reagents and catalysts are CN(C)C=1C=CN=CC1 (DMAP). Solvent: CN(C)C=O (DMF), O (Water). Conditions: temperature 60 celsius, time 16 hour. The product is N1C(=CC2=CC=CC=C12)C(=O)NC1=C(C=C(C=C1)CC(=O)OC(C)(C)C)OC (tert-butyl (4-((2-indolylcarbonyl)amino)-3-methoxyphenyl)acetate). Isolated yield 55.4%. Reaction SMILES: CCN=C=NCCCN(C)C.Cl.[NH:13]1[C:21]2[C:16](=[CH:17][CH:18]=[CH:19][CH:20]=2)[CH:15]=[C:14]1[C:22]([OH:24])=O.[NH2:25][C:26]1[CH:31]=[CH:30][C:29]([CH2:32][C:33]([O:35][C:36]([CH3:39])([CH3:38])[CH3:37])=[O:34])=[CH:28][C:27]=1[O:40][CH3:41].C1C=CC2N(O)N=NC=2C=1>CN(C=O)C.CN(C1C=CN=CC=1)C.O>[NH:13]1[C:21]2[C:16](=[CH:17][CH:18]=[CH:19][CH:20]=2)[CH:15]=[C:14]1[C:22]([NH:25][C:26]1[CH:31]=[CH:30][C:29]([CH2:32][C:33]([O:35][C:36]([CH3:37])([CH3:39])[CH3:38])=[O:34])=[CH:28][C:27]=1[O:40][CH3:41])=[O:24] |f:0.1|. Reported procedure: In DMF (10 ml), EDC HCl (1.43 g, 7.45 mmol) was added to indole-2-carboxylic acid (1.00 g, 6.21 mmol), tert-butyl 4-amino-3-methoxyphenylacetate (1.47 g, 6.21 mmol), HOBt (0.42 g, 3.10 mmol), and DMAP (0.38 g, 3.10 mmol). The resulting mixture was stirred at 60° C. for 16 hours. Water was added to the reaction mixture, followed by extraction with ethyl acetate. The extract was washed with saturated brine, dried over anhydrous sodium sulfate, and distilled under reduced pressure to remove the sol...